From a dataset of the Open Reaction Database (ORD), a public repository of structured organic reaction records. describe an organic reaction: reactants, conditions, products, and yield The reactants are ClC1=CC=CC2=C1CN1[C@H](C=3N2C=NC3C(=O)NCC#C)CCC1 ((S)-8-chloro-11,12,13,13a-tetrahydro-N-(2-propynyl)-9H-imidazo[1,5-a]pyrrolo[2,1-c][1,4]benzodiazepine-1-carboxamide), C(C)(=O)O (acetic acid). Reagents/catalysts: C(C)(=O)[O-].[Hg+2].C(C)(=O)[O-] (mercury (II) acetate). The solvent is O (water). Product: ClC1=CC=CC2=C1C(N1[C@H](C=3N2C=NC3C=3OC(=CN3)C)CCC1)=O ((S)-8-chloro-11,12,13,13a-tetrahydro-1-(5-methyl-2-oxazolyl)-9H-imidazo[1,5-a]pyrrolo[2,1-c][1,4]benzodiazepin-9-one). Reaction SMILES: [Cl:1][C:2]1[C:7]2[CH2:8][N:9]3[CH2:24][CH2:23][CH2:22][C@H:10]3[C:11]3[N:12]([CH:13]=[N:14][C:15]=3[C:16]([NH:18][CH2:19][C:20]#[CH:21])=[O:17])[C:6]=2[CH:5]=[CH:4][CH:3]=1.C(O)(=[O:27])C>C([O-])(=O)C.[Hg+2].C([O-])(=O)C.O>[Cl:1][C:2]1[C:7]2[C:8](=[O:27])[N:9]3[CH2:24][CH2:23][CH2:22][C@H:10]3[C:11]3[N:12]([CH:13]=[N:14][C:15]=3[C:16]3[O:17][C:20]([CH3:21])=[CH:19][N:18]=3)[C:6]=2[CH:5]=[CH:4][CH:3]=1 |f:2.3.4|. Procedure: 3.5 g (10 mmol) of (S)-8-chloro-11,12,13,13a-tetrahydro-N-(2-propynyl)-9H-imidazo[1,5-a]pyrrolo[2,1-c][1,4]benzodiazepine-1-carboxamide, 30 mg of mercury (II) acetate and 20 ml of glacial acetic acid are heated to reflux for 5 hours. The solution obtained is then poured into water and extracted three times with methylene chloride. The combined organic phases are dried over magnesium sulphate and evaporated. The residue is chromatographed on silica gel while eluting with methylene chloride and 10... The reactants are Cl (HCl), C[Si](C)(C)[N-][Si](C)(C)C.[Na+] (sodium bis(trimethylsilyl)amide), FC1=NC=CC(=C1)C (2-fluoro-4-methylpyridine), FC1=CC=C(C(=O)OCC)C=C1 (Ethyl 4-fluoro-benzoate), [OH-].[Na+] (NaOH). Solvent: TBF. Run at time 45 minute. Product: FC1=CC=C(C=C1)C(CC1=CC(=NC=C1)F)=O (1-(4-fluorophenyl)-2-(2-fluoropyridin-4-yl)ethanone). Reaction SMILES: C[Si]([N-][Si](C)(C)C)(C)C.[Na+].[F:11][C:12]1[CH:17]=[C:16]([CH3:18])[CH:15]=[CH:14][N:13]=1.[F:19][C:20]1[CH:30]=[CH:29][C:23]([C:24](OCC)=[O:25])=[CH:22][CH:21]=1.Cl.[OH-].[Na+]>>[F:19][C:20]1[CH:30]=[CH:29][C:23]([C:24](=[O:25])[CH2:18][C:16]2[CH:15]=[CH:14][N:13]=[C:12]([F:11])[CH:17]=2)=[CH:22][CH:21]=1 |f:0.1,5.6|. Procedure: To a solution of sodium bis(trimethylsilyl)amide (0.465 L, 1M) in TBF (765 mL) under nitrogen, cooled to 2° C., was added 2-fluoro-4-methylpyridine (25 g, 0.225 mol) and the solution stirred for 45 minutes in an ice bath. Ethyl 4-fluoro-benzoate (35 mL, 0.239 mol) was added and the reaction was stirred for 1.5 hours at RT. The reaction mixture was poured into excess aqueous 2N HCl, and the aqueous layer was made basic with 5 N NaOH and extracted with EtOAc. The organic extracts were combined, wa... The reactants are O[C@@H]1[C@H](O)[C@@H](O)[C@H](O)[C@H](O1)CO (α-D-glucopyranose), O[C@H]1[C@H](O)[C@@H](O)[C@H](O1)[C@H](O)CO (β-D-glucofuranose), O[C@H]1[C@H](O)[C@@H](O)[C@H](O)[C@H](O1)CO (β-D-glucopyranose), O[C@@H]1[C@H](O)[C@@H](O)[C@H](O1)[C@H](O)CO (α-D-glucofuranose). Product: O=C[C@H](O)[C@@H](O)[C@H](O)[C@H](O)CO (D-glucose). Reaction SMILES: [OH:1][C@H:2]1[O:10][C@H:9]([CH2:11][OH:12])[C@@H:7]([OH:8])[C@H:5]([OH:6])[C@H:3]1[OH:4].O[C@@H]1O[C@H](CO)[C@@H](O)[C@H](O)[C@H]1O.O[C@H]1O[C@H]([C@@H](CO)O)[C@H](O)[C@H]1O.O[C@@H]1O[C@H]([C@@H](CO)O)[C@H](O)[C@H]1O>>[O:1]=[CH:2][C@@H:3]([C@H:5]([C@@H:7]([C@@H:9]([CH2:11][OH:12])[OH:10])[OH:8])[OH:6])[OH:4]. Procedure: α-D-glucopyranose; β-D-glucopyranose; α-D-glucofuranose; β-D-glucofuranose Starting materials: CCO, CN(C)C(=O)c1ccc([N+](=O)[O-])cc1Cl, Cl, [Fe], O. The product is CN(C)C(=O)c1ccc(N)cc1Cl. RXN SMILES: [CH3:18][CH2:19][OH:20].[Cl:3][c:4]1[c:5]([C:6](=[O:7])[N:8]([CH3:9])[CH3:10])[cH:11][cH:12][c:13]([N+:15]([O-:16])=[O:17])[cH:14]1.[ClH:2].[Fe:21].[OH2:1]>>[Cl:3][c:4]1[c:5]([C:6](=[O:7])[N:8]([CH3:9])[CH3:10])[cH:11][cH:12][c:13]([NH2:15])[cH:14]1. Reported procedure: A mixture of 3-[3-(3,5-difluorophenyl)-2-(1,3-dihydro-2H-benzimidazol-2-ylidene)-3-oxopropanoyl]benzenesulfonamide (hereinafter referred to as starting compound B, 500 mg), acetic anhydride (5 mL), pyridine (10 mL) and DMF (20 mL) was heated with stirring at 55° C. for 2 hours. The reaction mixture was concentrated under reduced pressure, diluted with ethyl acetate and washed with aqueous saturated sodium hydrogencarbonate solution and water successively. The solvent was evaporated under reduced... The product is FC=1C=C(C=C(C1)F)C(C(C(=O)C=1C=C(C=CC1)S(=O)(=O)NC(C)=O)=C1NC2=C(N1)C=CC=C2)=O (N-({3-[3-(3,5-difluorophenyl)-2-(1,3-dihydro-2H-benzimidazol-2-ylidene)-3-oxopropanoyl]phenyl}sulfonyl)acetamide). As a reaction SMILES: [F:1][C:2]1[CH:3]=[C:4]([C:9](=[O:32])[C:10](=[C:23]2[NH:27][C:26]3[CH:28]=[CH:29][CH:30]=[CH:31][C:25]=3[NH:24]2)[C:11]([C:13]2[CH:14]=[C:15]([S:19]([NH2:22])(=[O:21])=[O:20])[CH:16]=[CH:17][CH:18]=2)=[O:12])[CH:5]=[C:6]([F:8])[CH:7]=1.[C:33](OC(=O)C)(=[O:35])[CH3:34].N1C=CC=CC=1>CN(C=O)C>[F:1][C:2]1[CH:3]=[C:4]([C:9](=[O:32])[C:10](=[C:23]2[NH:24][C:25]3[CH:31]=[CH:30][CH:29]=[CH:28][C:26]=3[NH:27]2)[C:11]([C:13]2[CH:14]=[C:15]([S:19]([NH:22][C:33](=[O:35])[CH3:34])(=[O:20])=[O:21])[CH:16]=[CH:17][CH:18]=2)=[O:12])[CH:5]=[C:6]([F:8])[CH:7]=1. Reactants: FC=1C=C(C=C(C1)F)C(C(C(=O)C=1C=C(C=CC1)S(=O)(=O)N)=C1NC2=C(N1)C=CC=C2)=O (3-[3-(3,5-difluorophenyl)-2-(1,3-dihydro-2H-benzimidazol-2-ylidene)-3-oxopropanoyl]benzenesulfonamide), N1=CC=CC=C1 (pyridine), compound B, C(C)(=O)OC(C)=O (acetic anhydride). Run in CN(C)C=O (DMF). Reaction conditions: temperature 55 celsius, time 2 hour. The reactants are CS(=O)(=O)Cl, CCN(C(C)C)C(C)C, ClCCl, NC1CCC(CNc2nc(NCc3ccccc3OC(F)(F)F)ncc2[N+](=O)[O-])CC1. Product: CS(=O)(=O)NC1CCC(CNc2nc(NCc3ccccc3OC(F)(F)F)ncc2[N+](=O)[O-])CC1. RXN SMILES: [CH3:32][S:33]([Cl:34])(=[O:35])=[O:36].[CH:37]([N:38]([CH2:39][CH3:40])[CH:41]([CH3:42])[CH3:43])([CH3:44])[CH3:45].[Cl:46][CH2:47][Cl:48].[NH2:1][CH:2]1[CH2:3][CH2:4][CH:5]([CH2:8][NH:9][c:10]2[n:11][c:12]([NH:19][CH2:20][c:21]3[c:22]([O:27][C:28]([F:29])([F:30])[F:31])[cH:23][cH:24][cH:25][cH:26]3)[n:13][cH:14][c:15]2[N+:16](=[O:17])[O-:18])[CH2:6][CH2:7]1>>[NH:1]([CH:2]1[CH2:3][CH2:4][CH:5]([CH2:8][NH:9][c:10]2[n:11][c:12]([NH:19][CH2:20][c:21]3[c:22]([O:27][C:28]([F:29])([F:30])[F:31])[cH:23][cH:24][cH:25][cH:26]3)[n:13][cH:14][c:15]2[N+:16](=[O:17])[O-:18])[CH2:6][CH2:7]1)[S:33]([CH3:32])(=[O:35])=[O:36].